From a dataset of the Open Reaction Database (ORD), a public repository of structured organic reaction records. describe an organic reaction: reactants, conditions, products, and yield Reactants: BrCC(=O)C1=CC=C(C=C1)Br (2-bromo-1-(4-bromophenyl)ethanone), C(#N)CC(=S)N (2-cyanothioacetamide). The product is BrC1=CC=C(C=C1)C=1N=C(SC1)CC#N (2-(4-(4-Bromophenyl)thiazol-2-yl)acetonitrile). Yield: 48.0%. Reaction SMILES: Br[CH2:2][C:3]([C:5]1[CH:10]=[CH:9][C:8]([Br:11])=[CH:7][CH:6]=1)=O.[C:12]([CH2:14][C:15]([NH2:17])=[S:16])#[N:13]>>[Br:11][C:8]1[CH:9]=[CH:10][C:5]([C:3]2[N:17]=[C:15]([CH2:14][C:12]#[N:13])[S:16][CH:2]=2)=[CH:6][CH:7]=1. Reported procedure: This compound was synthesized from 2-bromo-1-(4-bromophenyl)ethanone and 2-cyanothioacetamide as described in example 1 step 1 (2.4 g, 48% yield), and it was carried through without further purification. MS (ESI) m/z: Calculated for C11H7BrN2S: 277.95. found: 279.0 (M+H)+. Reactants: BrC1=CC(=C(S1)C(=O)C1=CC=C(C=C1)CCC)C ((5-Bromo-3-methylthiophen-2-yl)(4-propylphenyl)methanone), C(C)[SiH](CC)CC (triethylsilane), C(=O)([O-])[O-].[K+].[K+] (K2CO3), B(F)(F)F (BF3). Solvent: C(Cl)Cl (DCM), C(C)#N (ACN). Reaction conditions: time 16 hour. Yields the product BrC1=CC(=C(S1)CC1=CC=C(C=C1)CCC)C (5-Bromo-3-methyl-2-(4-propylbenzyl)thiophene). Isolated yield 93.9%. As a reaction SMILES: [Br:1][C:2]1[S:6][C:5]([C:7]([C:9]2[CH:14]=[CH:13][C:12]([CH2:15][CH2:16][CH3:17])=[CH:11][CH:10]=2)=O)=[C:4]([CH3:18])[CH:3]=1.C([SiH](CC)CC)C.B(F)(F)F.C([O-])([O-])=O.[K+].[K+]>C(Cl)Cl.C(#N)C>[Br:1][C:2]1[S:6][C:5]([CH2:7][C:9]2[CH:14]=[CH:13][C:12]([CH2:15][CH2:16][CH3:17])=[CH:11][CH:10]=2)=[C:4]([CH3:18])[CH:3]=1 |f:3.4.5|. Procedure: To a solution of (5-bromo-3-methylthiophen-2-yl)(4-propylphenyl)methanone (45, 0.95 g, 2.95 mmol) in DCM (9.4 mL) and ACN (9.4 mL) was added triethylsilane (1.42 mL, 8.85 mmol) followed by BF3 etherate (1.11 mL, 8.85 mmol) under nitrogen atmosphere at 0° C. The reaction mixture was allowed warmed to room temperature and stirred for 16 hours. The mixture was poured into a saturated K2CO3 solution (50 mL) and extracted with EtOAc (100 mL). The organic phase was dried over MgSO4 and evaporated unde... Reactants: OC1=CC=C(C=C1)C(C)C (4-hydroxycumene), [N+](=O)(O)[O-] (nitric acid). Run in O (water), O (water). Run at time 40 minute. Product: C(C)(C)C1=CC(=C(C=C1)O)[N+](=O)[O-] (4-isopropyl-2-nitrophenol). Reaction SMILES: [OH:1][C:2]1[CH:7]=[CH:6][C:5]([CH:8]([CH3:10])[CH3:9])=[CH:4][CH:3]=1.[N+:11]([O-])([OH:13])=[O:12]>O>[CH:8]([C:5]1[CH:6]=[CH:7][C:2]([OH:1])=[C:3]([N+:11]([O-:13])=[O:12])[CH:4]=1)([CH3:10])[CH3:9]. Reported procedure: To a suspension of 5.0 g of 4-hydroxycumene in 14 ml of water was added dropwise 4.0 ml of 70% nitric acid while cooling with ice and the temperature of mixture was raised to room temperature and the reaction was carried out for 40 minutes. After 500 ml of water was added thereto, the reaction mixture was extracted with 500 ml of ethyl acetate, washed with water and a brine successively, and dried with anhydrous sodium sulfate. The drying agent was filtered off and the solvent was distilled away... The reactants are [BH4-], COc1cc(C(=O)N2CCCC(=O)c3ccccc32)ccc1C(=O)Nc1cccc2[nH]c(C)nc12, CO, ClC(Cl)Cl, [Na+]. The product is COc1cc(C(=O)N2CCCC(O)c3ccccc32)ccc1C(=O)Nc1cccc2[nH]c(C)nc12. Reaction SMILES: [BH4-:36].[CH3:1][O:2][c:3]1[c:4]([C:5](=[O:6])[NH:7][c:8]2[cH:9][cH:10][cH:11][c:12]3[nH:13][c:14]([CH3:17])[n:15][c:16]23)[cH:18][cH:19][c:20]([C:22](=[O:23])[N:24]2[CH2:25][CH2:26][CH2:27][C:28](=[O:35])[c:29]3[c:30]2[cH:31][cH:32][cH:33][cH:34]3)[cH:21]1.[CH3:38][OH:39].[CH:40]([Cl:41])([Cl:42])[Cl:43].[Na+:37]>>[CH3:1][O:2][c:3]1[c:4]([C:5](=[O:6])[NH:7][c:8]2[cH:9][cH:10][cH:11][c:12]3[nH:13][c:14]([CH3:17])[n:15][c:16]23)[cH:18][cH:19][c:20]([C:22](=[O:23])[N:24]2[CH2:25][CH2:26][CH2:27][CH:28]([OH:35])[c:29]3[c:30]2[cH:31][cH:32][cH:33][cH:34]3)[cH:21]1. The reactants are CN=C1CCCC2=C1N=CS2 (4-Methylimino-4,5,6,7-tetrahydro-benzo[d]thiazole), [H][H] (hydrogen). Reagents/catalysts: [Pt]=O (platinum oxide). Run in C(C)O (ethanol). Yields the product CNC1CCCC2=C1N=CS2 (4-Methylamino-4,5,6,7-tetrahydro-benzo[d]thiazole). Yield: 80.0%. Reaction SMILES: [CH3:1][N:2]=[C:3]1[C:8]2[N:9]=[CH:10][S:11][C:7]=2[CH2:6][CH2:5][CH2:4]1.[H][H]>C(O)C.[Pt]=O>[CH3:1][NH:2][CH:3]1[C:8]2[N:9]=[CH:10][S:11][C:7]=2[CH2:6][CH2:5][CH2:4]1. Reported procedure: Catalytic hydrogenation of the 4-methylimino derivative obtained in step (e) in ethanol containing excess methylamine, in the presence of platinum oxide, proceeds slowly at 50° C. under ordinary pressure. After the theoretical amount of hydrogen has been taken up, the solution is filtered, evaporated, and the residue is distilled: B.p.0.4 =86°-88° C.; Yield; 80%. Starting materials: [N+](=O)([O-])C=1C=CC(=C(C(=O)C2=CC=CC=C2)C1)N1C(=NN=C1)CN1C(C=2C(C1=O)=CC=CC2)=O (5-nitro-2-[3-phthalimidomethyl-4H-1,2,4-triazol-4-yl]benzophenone), BrN1C(CCC1=O)=O (N-bromosuccinimide). RXN SMILES: [N+:1]([C:4]1[CH:5]=[CH:6][C:7]([N:18]2[CH:22]=[N:21][N:20]=[C:19]2[CH2:23][N:24]2[C:28](=[O:29])[C:27]3=[CH:30][CH:31]=[CH:32][CH:33]=[C:26]3[C:25]2=[O:34])=[C:8]([CH:17]=1)[C:9]([C:11]1[CH:16]=[CH:15][CH:14]=[CH:13][CH:12]=1)=[O:10])([O-:3])=[O:2].[Br:35]N1C(=O)CCC1=O>>[N+:1]([C:4]1[CH:5]=[CH:6][C:7]([N:18]2[C:19]([CH2:23][N:24]3[C:25](=[O:34])[C:26]4=[CH:33][CH:32]=[CH:31][CH:30]=[C:27]4[C:28]3=[O:29])=[N:20][N:21]=[C:22]2[Br:35])=[C:8]([CH:17]=1)[C:9]([C:11]1[CH:12]=[CH:13][CH:14]=[CH:15][CH:16]=1)=[O:10])([O-:3])=[O:2]. Reported procedure: Following the procedure of Example 2, 5-nitro-2-[3-phthalimidomethyl-4H-1,2,4-triazol-4-yl]benzophenone is reacted with N-bromosuccinimide to form 5-nitro-2-[3-bromo-5-phthalimidomethyl-4H-1,2,4-triazol-4-yl]benzophenone. The product is [N+](=O)([O-])C=1C=CC(=C(C(=O)C2=CC=CC=C2)C1)N1C(=NN=C1CN1C(C=2C(C1=O)=CC=CC2)=O)Br (5-nitro-2-[3-bromo-5-phthalimidomethyl-4H-1,2,4-triazol-4-yl]benzophenone). Reactants: CC(C)(C)OC(=O)N1CC(Oc2ccc3ccccc3c2)CC1C(=O)O, C1CCOC1. Product: CC(C)(C)OC(=O)N1CC(Oc2ccc3ccccc3c2)CC1CO. As a reaction SMILES: [C:1]([CH3:2])([CH3:3])([CH3:4])[O:5][C:6](=[O:7])[N:8]1[CH:9]([C:24](=[O:25])[OH:26])[CH2:10][CH:11]([O:13][c:14]2[cH:15][c:16]3[cH:17][cH:18][cH:19][cH:20][c:21]3[cH:22][cH:23]2)[CH2:12]1.[CH2:27]1[O:28][CH2:29][CH2:30][CH2:31]1>>[C:1]([CH3:2])([CH3:3])([CH3:4])[O:5][C:6](=[O:7])[N:8]1[CH:9]([CH2:24][OH:25])[CH2:10][CH:11]([O:13][c:14]2[cH:15][c:16]3[cH:17][cH:18][cH:19][cH:20][c:21]3[cH:22][cH:23]2)[CH2:12]1. The reactants are COc1cc(OC)cc(C(C)CCBr)c1, c1ccc(P(c2ccccc2)c2ccccc2)cc1, Cc1ccccc1C. Yields the product [Br-], COc1cc(OC)cc(C(C)CC[P+](c2ccccc2)(c2ccccc2)c2ccccc2)c1. RXN SMILES: [Br:1][CH2:2][CH2:3][CH:4]([CH3:5])[c:6]1[cH:7][c:8]([O:14][CH3:15])[cH:9][c:10]([O:12][CH3:13])[cH:11]1.[c:16]1([P:22]([c:23]2[cH:24][cH:25][cH:26][cH:27][cH:28]2)[c:29]2[cH:30][cH:31][cH:32][cH:33][cH:34]2)[cH:17][cH:18][cH:19][cH:20][cH:21]1.[c:35]1([CH3:36])[c:37]([CH3:38])[cH:39][cH:40][cH:41][cH:42]1>>[Br-:1].[CH2:2]([CH2:3][CH:4]([CH3:5])[c:6]1[cH:7][c:8]([O:14][CH3:15])[cH:9][c:10]([O:12][CH3:13])[cH:11]1)[P+:22]([c:16]1[cH:17][cH:18][cH:19][cH:20][cH:21]1)([c:23]1[cH:24][cH:25][cH:26][cH:27][cH:28]1)[c:29]1[cH:30][cH:31][cH:32][cH:33][cH:34]1.